Dataset: the Open Reaction Database (ORD), a public repository of structured organic reaction records. Task: describe an organic reaction: reactants, conditions, products, and yield Reactants: ClC1=NC2=CC=CC=C2N=C1C1=CC=CC=C1 (2-chloro-3-phenylquinoxaline), Cl (HCl), [I-].[Na+] (sodium iodide), C(C)#N (acetonitrile), hydrochloride salt. The solvent is C1CCOC1 (THF), CCOCC (ether), CCCCCC (hexane). The product is IC1=NC2=CC=CC=C2N=C1C1=CC=CC=C1 (2-Iodo-3-phenylquinoxaline). Yield: 95.0%. RXN SMILES: Cl[C:2]1[C:11]([C:12]2[CH:17]=[CH:16][CH:15]=[CH:14][CH:13]=2)=[N:10][C:9]2[C:4](=[CH:5][CH:6]=[CH:7][CH:8]=2)[N:3]=1.Cl.[I-:19].[Na+].C(#N)C>C1COCC1.CCOCC.CCCCCC>[I:19][C:2]1[C:11]([C:12]2[CH:17]=[CH:16][CH:15]=[CH:14][CH:13]=2)=[N:10][C:9]2[C:4](=[CH:5][CH:6]=[CH:7][CH:8]=2)[N:3]=1 |f:2.3|. Procedure: To the 2-chloro-3-phenylquinoxaline (4.15 mmol) in dry THF (10 ml) was added a solution of 2 M HCl in ether (4 ml). After 5 minutes the solvents were removed by vacuum. Dry sodium iodide (41.5 mmol) and acetonitrile (30 ml) were added to the hydrochloride salt and refluxed for 5 hrs. The reaction was quenched by the addition of an aqueous solution of 10% K2CO3 and 5% NaHSO3 (15 ml). After extraction with dichloromethane, and drying the combined organic layers over MgSO4 the solvents were evapora... The reactants are [(S,S)-N-(pentamethylbenzenesulfonyl)-1,2-diphenyl-ethylenediamine](hexamethylbenzene)ruthenium, [N+](=O)([O-])\C=C\C1=CC=CC=C1 (trans-β-nitrostyrene), CC(C(=O)OC)C(=O)OC (dimethyl methylmalonate). Solvent: C1(=CC=CC=C1)C (toluene). Run at temperature -20 celsius, time 48 hour. Product: COC(=O)C(C(=O)OC)(C(C[N+](=O)[O-])C1=CC=CC=C1)C (methyl 2-methoxycarbonyl-2-methyl-4-nitro-3-phenylbutanoate). Reaction SMILES: [N+:1](/[CH:4]=[CH:5]/[C:6]1[CH:11]=[CH:10][CH:9]=[CH:8][CH:7]=1)([O-:3])=[O:2].[CH3:12][CH:13]([C:18]([O:20][CH3:21])=[O:19])[C:14]([O:16][CH3:17])=[O:15]>C1(C)C=CC=CC=1>[CH3:17][O:16][C:14]([C:13]([CH3:12])([CH:5]([C:6]1[CH:11]=[CH:10][CH:9]=[CH:8][CH:7]=1)[CH2:4][N+:1]([O-:3])=[O:2])[C:18]([O:20][CH3:21])=[O:19])=[O:15]. Reported procedure: [(S,S)-N-(pentamethylbenzenesulfonyl)-1,2-diphenyl-ethylenediamine](hexamethylbenzene)ruthenium (13.7 mg, 0.02 mmol, S/C=50), trans-β-nitrostyrene (149 mg, 1.0 mmol), dimethyl methylmalonate (160 μl, 1.2 mmol) and toluene (1 ml) were added into Schlenk (20 ml) under an argon atmosphere, and stirred at −20° C. for 48 hours. The reaction solution was purified by flash column chromatography (hexane/acetone=90/10, SiO2), showing that the isolation yield of the product was 94%. The optical purity was... The reactants are BrC1=C(C=CC=C1)NC(=S)N1CC2(CC3=CC(=C(C(=C13)C)C)OC)CCC2 (N-(2-bromophenyl)-6′-methoxy-7′,8′-dimethyl-2′,4′-dihydro-1′H-spiro[cyclobutane-1,3′-quinoline]-1′-carbothioamide), C(=O)([O-])[O-].[Cs+].[Cs+] (Cs2CO3), 1,10-phenanthioline. Reagents/catalysts: [Cu](I)I (copper iodide). The solvent is O(C)CCOC (1,2 dimethoxylethane). Reaction conditions: temperature 90 celsius. Yields the product COC=1C=C2CC3(CN(C2=C(C1C)C)C=1SC2=C(N1)C=CC=C2)CCC3 (2-(6′-methoxy-7′,8′-dimethyl-2′,4′-dihydro-1′H-spiro[cyclobutane-1,3′-quinoline]-1′-yl)benzo[d]thiazole). Isolated yield 91.6%. RXN SMILES: Br[C:2]1[CH:7]=[CH:6][CH:5]=[CH:4][C:3]=1[NH:8][C:9]([N:11]1[C:20]2[C:15](=[CH:16][C:17]([O:23][CH3:24])=[C:18]([CH3:22])[C:19]=2[CH3:21])[CH2:14][C:13]2([CH2:27][CH2:26][CH2:25]2)[CH2:12]1)=[S:10].C([O-])([O-])=O.[Cs+].[Cs+]>[Cu](I)I.O(CCOC)C>[CH3:24][O:23][C:17]1[CH:16]=[C:15]2[C:20](=[C:19]([CH3:21])[C:18]=1[CH3:22])[N:11]([C:9]1[S:10][C:2]3[CH:7]=[CH:6][CH:5]=[CH:4][C:3]=3[N:8]=1)[CH2:12][C:13]1([CH2:27][CH2:26][CH2:25]1)[CH2:14]2 |f:1.2.3|. Reported procedure: A mixture was made of N-(2-bromophenyl)-6′-methoxy-7′,8′-dimethyl-2′,4′-dihydro-1′H-spiro[cyclobutane-1,3′-quinoline]-1′-carbothioamide (200 mg), Cs2CO3 (176 mg), copper iodide (8.5 mg) 1,10-phenanthioline (16.2 mg) and 2 mL 1,2 dimethoxylethane. The mixture was then heated up in a 90° C. oil bath for 1 hour, filtered and evaporated. The residue was passed through a silica gel column (hexane:dichloromethane=10:1), 2-(6′-methoxy-7′,8′-dimethyl-2′,4′-dihydro-1′H-spiro[cyclobutane-1,3′-quinoline]-1...